This data is from the Open Reaction Database (ORD), a public repository of structured organic reaction records. The task is: describe an organic reaction: reactants, conditions, products, and yield Starting materials: ClCCl, C1CCNCC1, CCN=C=NCCCN(C)C, COC1=C(OC)C(=O)C(Cc2cccc(C(=O)O)c2OCc2ccccc2)=C(C)C1=O, Cl, O. The product is COC1=C(OC)C(=O)C(Cc2cccc(C(=O)N3CCCCC3)c2OCc2ccccc2)=C(C)C1=O. RXN SMILES: [CH2:19]([Cl:20])[Cl:21].[CH2:1]1[CH2:2][CH2:3][NH:4][CH2:5][CH2:6]1.[CH2:8]([N:9]=[C:10]=[N:11][CH2:12][CH2:13][CH2:14][N:15]([CH3:16])[CH3:17])[CH3:18].[CH3:22][O:23][C:24]1=[C:29]([O:30][CH3:31])[C:28](=[O:32])[C:27]([CH2:33][c:34]2[c:35]([O:43][CH2:44][c:45]3[cH:46][cH:47][cH:48][cH:49][cH:50]3)[c:36]([C:37](=[O:38])[OH:39])[cH:40][cH:41][cH:42]2)=[C:26]([CH3:51])[C:25]1=[O:52].[ClH:7].[OH2:53]>>[CH2:1]1[CH2:2][CH2:3][N:4]([C:37]([c:36]2[c:35]([O:43][CH2:44][c:45]3[cH:46][cH:47][cH:48][cH:49][cH:50]3)[c:34]([CH2:33][C:27]3=[C:26]([CH3:51])[C:25](=[O:52])[C:24]([O:23][CH3:22])=[C:29]([O:30][CH3:31])[C:28]3=[O:32])[cH:42][cH:41][cH:40]2)=[O:38])[CH2:5][CH2:6]1. Starting materials: [Br-], O=C(O)CCCC[P+](c1ccccc1)(c1ccccc1)c1ccccc1, CS(C)=O, CCCCCC, [H-], [Na+], O=C(c1ccccc1)c1ccccc1, C1CCOC1. Product: O=C(O)CCCC=C(c1ccccc1)c1ccccc1. Reaction SMILES: [Br-:7].[C:8](=[O:9])([OH:10])[CH2:11][CH2:12][CH2:13][CH2:14][P+:15]([c:16]1[cH:17][cH:18][cH:19][cH:20][cH:21]1)([c:22]1[cH:23][cH:24][cH:25][cH:26][cH:27]1)[c:28]1[cH:29][cH:30][cH:31][cH:32][cH:33]1.[CH3:3][S:4]([CH3:5])=[O:6].[CH3:48][CH2:49][CH2:50][CH2:51][CH2:52][CH3:53].[H-:1].[Na+:2].[O:34]=[C:35]([c:36]1[cH:37][cH:38][cH:39][cH:40][cH:41]1)[c:42]1[cH:43][cH:44][cH:45][cH:46][cH:47]1.[O:54]1[CH2:55][CH2:56][CH2:57][CH2:58]1>>[C:8](=[O:9])([OH:10])[CH2:11][CH2:12][CH2:13][CH:14]=[C:35]([c:36]1[cH:37][cH:38][cH:39][cH:40][cH:41]1)[c:42]1[cH:43][cH:44][cH:45][cH:46][cH:47]1. Starting materials: OCCC1=CC=2C=3C(C(=NSCC13)N(C(=O)OC(C)(C)C)C(=O)OC(C)(C)C)=NN(N2)CC2=NC=C(C(=C2C)OC)C (di-tert-butyl {8-(2-hydroxyethyl)-2-[(4-methoxy-3,5-dimethylpyridin-2-yl)methyl]-2,7-dihydro-6-thia-1,2,3,5-tetraazabenzo[cd]azulen-4-yl}imidodicarbonate), FC(C(=O)O)(F)F (trifluoroacetic acid). The solvent is ClCCl (dichloromethane). Conditions: time 4 hour. Yields the product NC=1C=2C=3C(C=C(C3CSN1)CCO)=NN(N2)CC2=NC=C(C(=C2C)OC)C (2-{4-Amino-2-[(4-methoxy-3,5-dimethylpyridin-2-yl)methyl]-2,7-dihydro-6-thia-1,2,3,5-tetraazabenzo[cd]azulen-8-yl}ethanol). The yield is 77.9%. Reaction SMILES: [OH:1][CH2:2][CH2:3][C:4]1[C:13]2[CH2:12][S:11][N:10]=[C:9]([N:14](C(OC(C)(C)C)=O)C(OC(C)(C)C)=O)[C:8]3=[N:29][N:30]([CH2:32][C:33]4[C:38]([CH3:39])=[C:37]([O:40][CH3:41])[C:36]([CH3:42])=[CH:35][N:34]=4)[N:31]=[C:6]([C:7]=23)[CH:5]=1.FC(F)(F)C(O)=O>ClCCl>[NH2:14][C:9]1[C:8]2[C:7]3[C:6](=[N:31][N:30]([CH2:32][C:33]4[C:38]([CH3:39])=[C:37]([O:40][CH3:41])[C:36]([CH3:42])=[CH:35][N:34]=4)[N:29]=2)[CH:5]=[C:4]([CH2:3][CH2:2][OH:1])[C:13]=3[CH2:12][S:11][N:10]=1. Procedure details: A mixture composed of the above di-tert-butyl {8-(2-hydroxyethyl)-2-[(4-methoxy-3,5-dimethylpyridin-2-yl)methyl]-2,7-dihydro-6-thia-1,2,3,5-tetraazabenzo[cd]azulen-4-yl}imidodicarbonate (16 mg), dichloromethane (2 ml) and trifluoroacetic acid (0.5 ml) was stirred at room temperature for four hours. The reaction mixture was concentrated under reduced pressure. A saturated sodium bicarbonate solution was placed into the resulting residue, followed by extraction with chloroform. The organic layer w... Reactants: BrCc1ccccc1, COC(=O)CCc1ccc(O)cc1, CC(C)=O, [K+], [K+], O=C([O-])[O-]. Reaction SMILES: [Br:1][CH2:2][c:3]1[cH:4][cH:5][cH:6][cH:7][cH:8]1.[CH3:15][O:16][C:17]([CH2:18][CH2:19][c:20]1[cH:21][cH:22][c:23]([OH:26])[cH:24][cH:25]1)=[O:27].[CH3:28][C:29](=[O:30])[CH3:31].[K+:10].[K+:9].[O-:11][C:12]([O-:13])=[O:14]>>[CH2:2]([c:3]1[cH:4][cH:5][cH:6][cH:7][cH:8]1)[O:26][c:23]1[cH:22][cH:21][c:20]([CH2:19][CH2:18][C:17]([O:16][CH3:15])=[O:27])[cH:25][cH:24]1. The product is COC(=O)CCc1ccc(OCc2ccccc2)cc1. The reactants are NC1=C2C(C(=CN(C2=C(C(=C1F)F)Cl)C1CC1)C(=O)O)=O (5-amino-8-chloro-1-cyclopropyl-6,7-difluoro-1,4-dihydro-4-oxo-3quinolinecarboxylic acid), N1CCNCC1 (piperazine). Run in C(C)#N (acetonitrile). The product is NC1=C2C(C(=CN(C2=C(C(=C1F)N1CCNCC1)Cl)C1CC1)C(=O)O)=O (5-Amino-8-chloro-1-cyclopropyl-6-fluoro-1,4-dihydro -4-oxo-7-(1-piperazinyl)-3-quinolinecarboxylic acid). Yield: 96.1%. As a reaction SMILES: [NH2:1][C:2]1[C:11]([F:12])=[C:10](F)[C:9]([Cl:14])=[C:8]2[C:3]=1[C:4](=[O:21])[C:5]([C:18]([OH:20])=[O:19])=[CH:6][N:7]2[CH:15]1[CH2:17][CH2:16]1.[NH:22]1[CH2:27][CH2:26][NH:25][CH2:24][CH2:23]1>C(#N)C>[NH2:1][C:2]1[C:11]([F:12])=[C:10]([N:22]2[CH2:27][CH2:26][NH:25][CH2:24][CH2:23]2)[C:9]([Cl:14])=[C:8]2[C:3]=1[C:4](=[O:21])[C:5]([C:18]([OH:20])=[O:19])=[CH:6][N:7]2[CH:15]1[CH2:17][CH2:16]1. Reported procedure: To 1.57 g (5.00 mmol) of 5-amino-8-chloro-1-cyclopropyl-6,7-difluoro-1,4-dihydro-4-oxo-3quinolinecarboxylic acid in 20 ml of acetonitrile was added 1.7 g (20.0 mmol) of piperazine. The mixture was refluxed for four hours, cooled, filtered, and washed with acetonitrile to give 1.83 g of the title compound. The reactants are O.OC=1C=C2C(C(C(C2=CC1)=O)=O)=O (5-hydroxyindan-1,2,3-trione, monohydrate), Cl.C1(=CC=CC=C1)NC(NN)=S (4-phenyl thiosemicarbazide hydrochloride). Product: OC=1C=C2C(C(C(C2=CC1)=O)=NNC(=S)NC1=CC=CC=C1)=O (5-hydroxy-2-(4-phenylthiosemicarbazono)-indan-1,3-dione). Reaction SMILES: O.[OH:2][C:3]1[CH:4]=[C:5]2[C:9](=[CH:10][CH:11]=1)[C:8](=[O:12])[C:7](=O)[C:6]2=[O:14].Cl.[C:16]1([NH:22][C:23](=[S:26])[NH:24][NH2:25])[CH:21]=[CH:20][CH:19]=[CH:18][CH:17]=1>>[OH:2][C:3]1[CH:4]=[C:5]2[C:9](=[CH:10][CH:11]=1)[C:8](=[O:12])[C:7](=[N:25][NH:24][C:23]([NH:22][C:16]1[CH:17]=[CH:18][CH:19]=[CH:20][CH:21]=1)=[S:26])[C:6]2=[O:14] |f:0.1,2.3|. Procedure details: 5-hydroxyindan-1,2,3-trione, monohydrate, 4-phenyl thiosemicarbazide hydrochloride, reflux for 2 hours. The product is S1C(=NC2=C1C=CC=C2)NC[C@@H]2N(CCC[C@@H]2OC)C(=O)C=2N=C(SC2C2=CC=C(C=C2)F)C (rac-cis-(2-((Benzo[d]thiazol-2-ylamino)methyl)-3-methoxypiperidin-1-yl)(5-(4-fluorophenyl)-2-methylthiazol-4-yl)methanone). Reported procedure: The title compound was prepared following the same general protocol as described for Example 12 using 2-chlorobenzothiazole and rac-cis-(2-(aminomethyl)-3-methoxypiperidin-1-yl)(5-(4-fluorophenyl)-2-methylthiazol-4-yl)methanone. MS (ESI) 497.0 (M+H). As a reaction SMILES: Cl[C:2]1[S:3][C:4]2[CH:10]=[CH:9][CH:8]=[CH:7][C:5]=2[N:6]=1.[NH2:11][CH2:12][C@H:13]1[C@@H:18]([O:19][CH3:20])[CH2:17][CH2:16][CH2:15][N:14]1[C:21]([C:23]1[N:24]=[C:25]([CH3:35])[S:26][C:27]=1[C:28]1[CH:33]=[CH:32][C:31]([F:34])=[CH:30][CH:29]=1)=[O:22]>>[S:3]1[C:4]2[CH:10]=[CH:9][CH:8]=[CH:7][C:5]=2[N:6]=[C:2]1[NH:11][CH2:12][C@H:13]1[C@@H:18]([O:19][CH3:20])[CH2:17][CH2:16][CH2:15][N:14]1[C:21]([C:23]1[N:24]=[C:25]([CH3:35])[S:26][C:27]=1[C:28]1[CH:29]=[CH:30][C:31]([F:34])=[CH:32][CH:33]=1)=[O:22]. The reactants are ClC=1SC2=C(N1)C=CC=C2 (2-chlorobenzothiazole), NC[C@@H]1N(CCC[C@@H]1OC)C(=O)C=1N=C(SC1C1=CC=C(C=C1)F)C (rac-cis-(2-(aminomethyl)-3-methoxypiperidin-1-yl)(5-(4-fluorophenyl)-2-methylthiazol-4-yl)methanone).